This data is from the Open Reaction Database (ORD), a public repository of structured organic reaction records. The task is: describe an organic reaction: reactants, conditions, products, and yield The reactants are BrCc1ccccc1Br, Cn1c(=O)c2[nH]c(Cl)nc2n(C)c1=O, CCOC(C)=O, CCN(C(C)C)C(C)C, CN(C)C=O, O. Yields the product Cn1c(=O)c2c(nc(Cl)n2Cc2ccccc2Br)n(C)c1=O. As a reaction SMILES: [Br:15][c:16]1[c:17]([CH2:18][Br:19])[cH:20][cH:21][cH:22][cH:23]1.[CH3:1][n:2]1[c:3]2[n:4][c:5]([Cl:6])[nH:7][c:8]2[c:9](=[O:10])[n:11]([CH3:12])[c:13]1=[O:14].[CH3:24][CH2:25][O:26][C:27]([CH3:28])=[O:29].[CH:36]([N:37]([CH2:38][CH3:39])[CH:40]([CH3:41])[CH3:42])([CH3:43])[CH3:44].[O:31]=[CH:32][N:33]([CH3:34])[CH3:35].[OH2:30]>>[CH3:1][n:2]1[c:3]2[n:4][c:5]([Cl:6])[n:7]([CH2:18][c:17]3[c:16]([Br:15])[cH:23][cH:22][cH:21][cH:20]3)[c:8]2[c:9](=[O:10])[n:11]([CH3:12])[c:13]1=[O:14]. Reactants: Brc1ccc(C2OCCO2)cc1, C1CCOC1, I, [Mg], O=C1CCCCC1. The product is OC1(c2ccc(C3OCCO3)cc2)CCCCC1. RXN SMILES: [Br:3][c:4]1[cH:5][cH:6][c:7]([CH:10]2[O:11][CH2:12][CH2:13][O:14]2)[cH:8][cH:9]1.[CH2:22]1[O:23][CH2:24][CH2:25][CH2:26]1.[I:2].[Mg:1].[O:15]=[C:16]1[CH2:17][CH2:18][CH2:19][CH2:20][CH2:21]1>>[c:4]1([C:16]2([OH:15])[CH2:17][CH2:18][CH2:19][CH2:20][CH2:21]2)[cH:5][cH:6][c:7]([CH:10]2[O:11][CH2:12][CH2:13][O:14]2)[cH:8][cH:9]1. Starting materials: N1C[C@@H](CCC1)C(=O)OCC (Ethyl (R)-3-piperidinecarboxylate), C([O-])([O-])=O.[K+].[K+] (potassium carbonate), [I-].[K+] (Potassium iodide), CC1=C(C=CC=C1)C(=CCOCCCO)C1=C(C=CC=C1)C (3-(3,3-bis(2-methylphenyl)-2-propen-1-yloxy)-1-propanol), C1(=CC=C(C=C1)S(=O)(=O)Cl)C (p-toluenesulphonyl chloride), C(CCC)[Li] (n-butyllithium). Solvent: CC(=O)C (acetone), CC(=O)C (Acetone), C1(=CC=CC=C1)C (toluene), hexanes. Reaction conditions: time 15 minute. Product: C(C)OC(=O)[C@H]1CN(CCC1)CCCOCC=C(C1=C(C=CC=C1)C)C1=C(C=CC=C1)C ((R)-N-(3-(3,3-bis-(2-methylphenyl)-2-propen-1-yloxy)-1-propyl)-3-piperidinecarboxylic acid ethyl ester). Isolated yield 51.5%. As a reaction SMILES: [CH3:1][C:2]1[CH:7]=[CH:6][CH:5]=[CH:4][C:3]=1[C:8]([C:16]1[CH:21]=[CH:20][CH:19]=[CH:18][C:17]=1[CH3:22])=[CH:9][CH2:10][O:11][CH2:12][CH2:13][CH2:14]O.C([Li])CCC.C1(C)C=CC(S(Cl)(=O)=O)=CC=1.[NH:39]1[CH2:44][CH2:43][CH2:42][C@@H:41]([C:45]([O:47][CH2:48][CH3:49])=[O:46])[CH2:40]1.C(=O)([O-])[O-].[K+].[K+].[I-].[K+]>C1(C)C=CC=CC=1.CC(C)=O>[CH2:48]([O:47][C:45]([C@@H:41]1[CH2:42][CH2:43][CH2:44][N:39]([CH2:14][CH2:13][CH2:12][O:11][CH2:10][CH:9]=[C:8]([C:3]2[CH:4]=[CH:5][CH:6]=[CH:7][C:2]=2[CH3:1])[C:16]2[CH:21]=[CH:20][CH:19]=[CH:18][C:17]=2[CH3:22])[CH2:40]1)=[O:46])[CH3:49] |f:4.5.6,7.8|. Procedure details: A solution of 3-(3,3-bis(2-methylphenyl)-2-propen-1-yloxy)-1-propanol (3.45 g, 11.6 mmol) in dry toluene (150 ml) was cooled in an ice-bath and a solution of n-butyllithium in hexanes (5.1 ml, 2.5 M) was added dropwise. The reaction mixture was stirred for 15 minutes at room temperature and p-toluenesulphonyl chloride (2.44 g, 12.8 mmol) was added. The mixture was stirred at room temperature for 3 h. Ethyl (R)-3-piperidinecarboxylate (4.5 g, 23.3 mmol) and potassium carbonate (3.2 g, 23.3 mmol) ... RXN SMILES: [BrH:38].[C:1]([c:2]1[cH:3][cH:4][cH:5][cH:6][cH:7]1)(=[O:8])[c:9]1[n:10][c:11]([Cl:18])[cH:12][cH:13][c:14]1[N+:15](=[O:16])[O-:17].[C:20]([c:21]1[c:22]([N+:23]([O-:24])=[O:25])[cH:26][cH:27][c:28]([NH2:29])[n:30]1)(=[O:31])[c:32]1[cH:33][cH:34][cH:35][cH:36][cH:37]1.[CH3:44][CH2:45][OH:46].[NH3:19].[Na+:39].[O-:40][N+:41](=[O:42])[O-:43].[O:47]=[CH:48][N:49]([CH3:50])[CH3:51].[OH2:52]>>[C:1]([c:2]1[cH:3][cH:4][cH:5][cH:6][cH:7]1)(=[O:8])[c:9]1[n:10][c:11]([Br:38])[cH:12][cH:13][c:14]1[N+:15](=[O:16])[O-:17]. Reactants: Br, O=C(c1ccccc1)c1nc(Cl)ccc1[N+](=O)[O-], Nc1ccc([N+](=O)[O-])c(C(=O)c2ccccc2)n1, CCO, N, [Na+], O=[N+]([O-])[O-], CN(C)C=O, O. The product is O=C(c1ccccc1)c1nc(Br)ccc1[N+](=O)[O-]. Starting materials: CCOC(=O)c1ccc(N)nc1N, CN(C)C=O, O=C1CCC(=O)N1I, [Na+], [Na+], O, O, O, O, O, O=S([O-])([O-])=S. Product: CCOC(=O)c1cc(I)c(N)nc1N. Reaction SMILES: [CH2:1]([CH3:2])[O:3][C:4]([c:5]1[c:6]([NH2:12])[n:7][c:8]([NH2:11])[cH:9][cH:10]1)=[O:13].[CH3:34][N:35]([CH3:36])[CH:37]=[O:38].[I:14][N:15]1[C:16](=[O:17])[CH2:18][CH2:19][C:20]1=[O:21].[Na+:32].[Na+:33].[OH2:22].[OH2:23].[OH2:24].[OH2:25].[OH2:26].[S:27]([O-:28])([O-:29])(=[O:30])=[S:31]>>[CH2:1]([CH3:2])[O:3][C:4]([c:5]1[c:6]([NH2:12])[n:7][c:8]([NH2:11])[c:9]([I:14])[cH:10]1)=[O:13]. Starting materials: Cl.Cl.ClC1=C(C=C(C=C1)N1CCNCC1)OCC (1-(4-Chloro-3-ethoxyphenyl)piperazine dihydrochloride), N1C(=NC=C1)C1=NN(C2=NC=CC=C21)CC(=O)O ([3-(1H-imidazol-2-yl)pyrazolo[3,4-b]pyridin-1-yl]acetic acid). The product is ClC1=C(C=C(C=C1)N1CCN(CC1)C(CN1N=C(C=2C1=NC=CC2)C=2NC=CN2)=O)OCC (1-[4-(4-chloro-3-ethoxyphenyl)piperazin-1-yl]-2-[3-(1H-imidazol-2-yl)pyrazolo[3,4-b]pyridin-1-yl]ethanone). Reaction SMILES: Cl.Cl.[Cl:3][C:4]1[CH:9]=[CH:8][C:7]([N:10]2[CH2:15][CH2:14][NH:13][CH2:12][CH2:11]2)=[CH:6][C:5]=1[O:16][CH2:17][CH3:18].[NH:19]1[CH:23]=[CH:22][N:21]=[C:20]1[C:24]1[C:32]2[C:27](=[N:28][CH:29]=[CH:30][CH:31]=2)[N:26]([CH2:33][C:34](O)=[O:35])[N:25]=1>>[Cl:3][C:4]1[CH:9]=[CH:8][C:7]([N:10]2[CH2:11][CH2:12][N:13]([C:34](=[O:35])[CH2:33][N:26]3[C:27]4=[N:28][CH:29]=[CH:30][CH:31]=[C:32]4[C:24]([C:20]4[NH:19][CH:23]=[CH:22][N:21]=4)=[N:25]3)[CH2:14][CH2:15]2)=[CH:6][C:5]=1[O:16][CH2:17][CH3:18] |f:0.1.2|. Procedure: The title compound was prepared following Protocol A. 1-(4-Chloro-3-ethoxyphenyl)piperazine dihydrochloride and [3-(1H-imidazol-2-yl)pyrazolo[3,4-b]pyridin-1-yl]acetic acid were used as the coupling components. The crude product was purified by silica gel chromatography (4% to 15% MeOH in CH2Cl2) to provide 1-[4-(4-chloro-3-ethoxyphenyl)piperazin-1-yl]-2-[3-(1H-imidazol-2-yl)pyrazolo[3,4-b]pyridin-1-yl]ethanone as a tan solid (25 mg): 1H NMR (CDCl3, 400 MHz) δ 8.79 (dd, 0.6H), 8.66 (dd, 0.4H), 8...